From a dataset of the Open Reaction Database (ORD), a public repository of structured organic reaction records. describe an organic reaction: reactants, conditions, products, and yield Reactants: BrC1=NC=CC(=C1)C (2-bromo-4-methylpyridine), BrC1=NC=CC(=C1)C (2-Bromo-4-methylpyridine), C1CN(CC12CNCCC2)C(=O)OC(C)(C)C (tert-butyl 3,7-diazaspiro[4.5]decane-3-carboxylate), CC(C)C1=CC(=C(C(=C1)C(C)C)C2=C(C=CC(=C2P(C3CCCCC3)C4CCCCC4)OC)OC)C(C)C (Brettphos), CC(C)([O-])C.[Na+] (sodium tert-butoxide). Reagents/catalysts: C=1C=CC(=CC1)/C=C/C(=O)/C=C/C2=CC=CC=C2.C=1C=CC(=CC1)/C=C/C(=O)/C=C/C2=CC=CC=C2.C=1C=CC(=CC1)/C=C/C(=O)/C=C/C2=CC=CC=C2.[Pd].[Pd] (Pd2(dba)3). Run in C(C)(=O)OCC (ethyl acetate), O1CCOCC1 (dioxane). Conditions: temperature 100 celsius, time 8 hour. Product: CC1=CC(=NC=C1)N1CC2(CCN(C2)C(=O)OC(C)(C)C)CCC1 (tert-Butyl 7-(4-methyl-2-pyridyl)-2,7-diazaspiro[4.5]decane-2-carboxylate). As a reaction SMILES: Br[C:2]1[CH:7]=[C:6]([CH3:8])[CH:5]=[CH:4][N:3]=1.[CH2:9]1[C:13]2([CH2:18][CH2:17][CH2:16][NH:15][CH2:14]2)[CH2:12][N:11]([C:19]([O:21][C:22]([CH3:25])([CH3:24])[CH3:23])=[O:20])[CH2:10]1.CC(C1C=C(C(C)C)C(C2C(P(C3CCCCC3)C3CCCCC3)=C(OC)C=CC=2OC)=C(C(C)C)C=1)C.CC(C)([O-])C.[Na+]>O1CCOCC1.C(OCC)(=O)C.C1C=CC(/C=C/C(/C=C/C2C=CC=CC=2)=O)=CC=1.C1C=CC(/C=C/C(/C=C/C2C=CC=CC=2)=O)=CC=1.C1C=CC(/C=C/C(/C=C/C2C=CC=CC=2)=O)=CC=1.[Pd].[Pd]>[CH3:8][C:6]1[CH:5]=[CH:4][N:3]=[C:2]([N:15]2[CH2:16][CH2:17][CH2:18][C:13]3([CH2:12][N:11]([C:19]([O:21][C:22]([CH3:24])([CH3:25])[CH3:23])=[O:20])[CH2:10][CH2:9]3)[CH2:14]2)[CH:7]=1 |f:3.4,7.8.9.10.11|. Reported procedure: 2-Bromo-4-methylpyridine (172 mg, 1 mmol) and tert-butyl 3,7-diazaspiro[4.5]decane-3-carboxylate (1 mmol, 240 mg) were dissolved in anhydrous dioxane (5 ml) under argon. Pd2(dba)3 (0.0165 mmol, 15 mg), Brettphos (30 mg, 0.0495 mmol), and sodium tert-butoxide (80 mg, 0.83 mmol) were added and the mixture was stirred at 100° C. overnight. Additional 2-bromo-4-methylpyridine (0.9 mmol, 100 μl) was added and stirring was continued at 100° C. overnight. The mixture was diluted with ethyl acetate, fil... Starting materials: CCOC(=O)Cc1ccc(OC)c(Oc2ccc([N+](=O)[O-])cc2CN(CC)C(=O)C2CC2)c1, CN(C)N, [Cl-]. Yields the product CCOC(=O)Cc1ccc(OC)c(Oc2ccc(N)cc2CN(CC)C(=O)C2CC2)c1. Reaction SMILES: [CH2:1]([CH3:2])[O:3][C:4]([CH2:5][c:6]1[cH:7][c:8]([O:14][c:15]2[c:16]([CH2:24][N:25]([CH2:26][CH3:27])[C:28](=[O:29])[CH:30]3[CH2:31][CH2:32]3)[cH:17][c:18]([N+:21]([O-:22])=[O:23])[cH:19][cH:20]2)[c:9]([O:12][CH3:13])[cH:10][cH:11]1)=[O:33].[CH3:34][N:35]([NH2:36])[CH3:37].[Cl-:38]>>[CH2:1]([CH3:2])[O:3][C:4]([CH2:5][c:6]1[cH:7][c:8]([O:14][c:15]2[c:16]([CH2:24][N:25]([CH2:26][CH3:27])[C:28](=[O:29])[CH:30]3[CH2:31][CH2:32]3)[cH:17][c:18]([NH2:21])[cH:19][cH:20]2)[c:9]([O:12][CH3:13])[cH:10][cH:11]1)=[O:33]. The reactants are Cl (hydrochloric acid), BrC1=C(C=C(CC2CCN(CC2)CCC=2C=C3C(CCOC3=CC2)=O)C=C1)OCCOC (6-(2-{4-[4-Bromo-3-(2-methoxyethoxy)benzyl]piperidin-1-yl}ethyl)-2,3-dihydro-4H-chromen-4-one). Run in CC(C)O (2-propanol). Run at time 15.5 hour. Product: Cl.BrC1=C(C=C(CC2CCN(CC2)CCC=2C=C3C(CCOC3=CC2)=O)C=C1)OCCOC (6-(2-{4-[4-Bromo-3-(2-methoxyethoxy)benzyl]piperidin-1-yl}ethyl)-2,3-dihydro-4H-chromen-4-one hydrochloride). Isolated yield 72.3%. As a reaction SMILES: [ClH:1].[Br:2][C:3]1[CH:28]=[CH:27][C:6]([CH2:7][CH:8]2[CH2:13][CH2:12][N:11]([CH2:14][CH2:15][C:16]3[CH:17]=[C:18]4[C:23](=[CH:24][CH:25]=3)[O:22][CH2:21][CH2:20][C:19]4=[O:26])[CH2:10][CH2:9]2)=[CH:5][C:4]=1[O:29][CH2:30][CH2:31][O:32][CH3:33]>CC(O)C>[ClH:1].[Br:2][C:3]1[CH:28]=[CH:27][C:6]([CH2:7][CH:8]2[CH2:13][CH2:12][N:11]([CH2:14][CH2:15][C:16]3[CH:17]=[C:18]4[C:23](=[CH:24][CH:25]=3)[O:22][CH2:21][CH2:20][C:19]4=[O:26])[CH2:10][CH2:9]2)=[CH:5][C:4]=1[O:29][CH2:30][CH2:31][O:32][CH3:33] |f:3.4|. Procedure details: An aqueous concentrated hydrochloric acid solution (36%, 760 μL, 8.5 mmol) was added at room temperature to a solution of the compound (3.07 g, 5.8 mmol) obtained in Example 3 in 2-propanol (20 mL), and the solution was stirred at room temperature for 15.5 hours. The precipitate was collected by filtration, washed with 2-propanol (2 mL×2), and dried under reduced pressure to obtain the title compound (2.26 g, 72%) as a white powder. Starting materials: CC(=O)O, COc1cc2[nH]nc(-c3cccc(F)c3)c2cc1C#N, O, O=S(=O)(O)O. The product is COc1cc2[nH]nc(-c3cccc(F)c3)c2cc1C(=O)O. As a reaction SMILES: [CH3:27][C:28](=[O:29])[OH:30].[F:1][c:2]1[cH:3][c:4](-[c:8]2[n:9][nH:10][c:11]3[cH:12][c:13]([O:19][CH3:20])[c:14]([C:17]#[N:18])[cH:15][c:16]23)[cH:5][cH:6][cH:7]1.[OH2:21].[S:22]([OH:23])(=[O:24])(=[O:25])[OH:26]>>[F:1][c:2]1[cH:3][c:4](-[c:8]2[n:9][nH:10][c:11]3[cH:12][c:13]([O:19][CH3:20])[c:14]([C:17](=[O:21])[OH:23])[cH:15][c:16]23)[cH:5][cH:6][cH:7]1.